Dataset: the Open Reaction Database (ORD), a public repository of structured organic reaction records. Task: describe an organic reaction: reactants, conditions, products, and yield Starting materials: C(C)(C)(C)C1=CC(=NO1)NC(NC1=CC=C(C=C1)C=1N=C2SC3=C(N2C1)C=CC(=C3)OC(=O)[C@H]3NCCC3)=O ((2S)-pyrrolidine-2-carboxylic acid 2-{4-[3-(5-tert-butyl-isoxazol-3-yl)-ureido]-phenyl}-benzo[d]imidazo[2,1-b]thiazol-7-yl ester), ON1C(CCC1=O)=O.C(=O)(OC(C)(C)C)N1[C@H](C(=O)O)CCC1 (Boc-L-proline N-hydroxysuccinimide), Compound B6. Yields the product C(C)(C)(C)C1=CC(=NO1)NC(NC1=CC=C(C=C1)C=1N=C2SC3=C(N2C1)C=CC(=C3)OC([C@@H](C(C)C)N)=O)=O ((2R)-2-AMINO-3-METHYL-BUTYRIC ACID 2-{4-[3-(5-TERT-BUTYL-ISOXAZOL-3-YL)-UREIDO]-PHENYL}-BENZO[D]IMIDAZO[2,1-B]THIAZOL-7-YL ESTER). As a reaction SMILES: [C:1]([C:5]1[O:9][N:8]=[C:7]([NH:10][C:11](=[O:39])[NH:12][C:13]2[CH:18]=[CH:17][C:16]([C:19]3[N:20]=[C:21]4[N:25]([CH:26]=3)[C:24]3[CH:27]=[CH:28][C:29]([O:31][C:32]([C@@H:34]5CCC[NH:35]5)=[O:33])=[CH:30][C:23]=3[S:22]4)=[CH:15][CH:14]=2)[CH:6]=1)([CH3:4])([CH3:3])[CH3:2].ON1C(=O)[CH2:44][CH2:43][C:42]1=O.C(N1CCC[C@H]1C(O)=O)(OC(C)(C)C)=O>>[C:1]([C:5]1[O:9][N:8]=[C:7]([NH:10][C:11](=[O:39])[NH:12][C:13]2[CH:18]=[CH:17][C:16]([C:19]3[N:20]=[C:21]4[N:25]([CH:26]=3)[C:24]3[CH:27]=[CH:28][C:29]([O:31][C:32](=[O:33])[C@H:34]([NH2:35])[CH:43]([CH3:44])[CH3:42])=[CH:30][C:23]=3[S:22]4)=[CH:15][CH:14]=2)[CH:6]=1)([CH3:4])([CH3:2])[CH3:3] |f:1.2|. Procedure details: In a manner similar to Step A, (2S)-pyrrolidine-2-carboxylic acid 2-{4-[3-(5-tert-butyl-isoxazol-3-yl)-ureido]-phenyl}-benzo[d]imidazo[2,1-b]thiazol-7-yl ester was made using Boc-L-proline N-hydroxysuccinimide; LC-MS: ESI 545 (M+H)+. [Compound B6] The reactants are O=C([O-])O, ClCC1CN(Cc2ccccc2)CCN1Cc1ccccc1, CN(C)C=O, [N-]=[N+]=[N-], [Na+], [Na+], O. Yields the product [N-]=[N+]=NCC1CN(Cc2ccccc2)CCN1Cc1ccccc1. Reaction SMILES: [C:32](=[O:33])([OH:34])[O-:35].[CH2:1]([c:2]1[cH:3][cH:4][cH:5][cH:6][cH:7]1)[N:8]1[CH:9]([CH2:21][Cl:22])[CH2:10][N:11]([CH2:14][c:15]2[cH:16][cH:17][cH:18][cH:19][cH:20]2)[CH2:12][CH2:13]1.[CH3:27][N:28]([CH3:29])[CH:30]=[O:31].[N-:24]=[N+:25]=[N-:26].[Na+:23].[Na+:36].[OH2:37]>>[CH2:1]([c:2]1[cH:3][cH:4][cH:5][cH:6][cH:7]1)[N:8]1[CH:9]([CH2:21][N:24]=[N+:25]=[N-:26])[CH2:10][N:11]([CH2:14][c:15]2[cH:16][cH:17][cH:18][cH:19][cH:20]2)[CH2:12][CH2:13]1. The reactants are CC(C)(C)[O-], CN(C)C=O, O=c1ccc(Cl)n[nH]1, Sc1ccc(Cl)cc1Cl, [K+], [K+], [OH-], O. Yields the product O=c1ccc(Sc2ccc(Cl)cc2Cl)n[nH]1. Reaction SMILES: [CH3:1][C:2]([CH3:3])([O-:4])[CH3:5].[CH3:26][N:27]([CH3:28])[CH:29]=[O:30].[Cl:16][c:17]1[cH:18][cH:19][c:20](=[O:23])[nH:21][n:22]1.[Cl:7][c:8]1[c:9]([SH:15])[cH:10][cH:11][c:12]([Cl:14])[cH:13]1.[K+:25].[K+:6].[OH-:24].[OH2:31]>>[Cl:7][c:8]1[c:9]([S:15][c:17]2[cH:18][cH:19][c:20](=[O:23])[nH:21][n:22]2)[cH:10][cH:11][c:12]([Cl:14])[cH:13]1.